The task is: describe an organic reaction: reactants, conditions, products, and yield. This data is from the Open Reaction Database (ORD), a public repository of structured organic reaction records. The reactants are CI, CCO, [Na+], [OH-], O, O=c1cc[nH]c(=S)[nH]1. Product: CSc1nccc(=O)[nH]1. RXN SMILES: [CH3:12][I:13].[CH3:14][CH2:15][OH:16].[Na+:10].[OH-:9].[OH2:11].[nH:1]1[c:2](=[S:3])[nH:4][c:5](=[O:6])[cH:7][cH:8]1>>[n:1]1[c:2]([S:3][CH3:12])[nH:4][c:5](=[O:6])[cH:7][cH:8]1.